describe an organic reaction: reactants, conditions, products, and yield From a dataset of the Open Reaction Database (ORD), a public repository of structured organic reaction records. Starting materials: C(C=C)N (Allylamine), N1=C(C=CC=C1)CC(=S)N (2-(2-pyridyl)thioacetamide), O (water). The solvent is C(C)O (ethanol). Reaction conditions: time 8 hour. The product is C(C=C)NC(CC1=NC=CC=C1)=S (N-allyl-2-(2-pyridyl)thioacetamide). Reaction SMILES: [CH2:1]([NH2:4])[CH:2]=[CH2:3].[N:5]1[CH:10]=[CH:9][CH:8]=[CH:7][C:6]=1[CH2:11][C:12](N)=[S:13].O>C(O)C>[CH2:1]([NH:4][C:12](=[S:13])[CH2:11][C:6]1[CH:7]=[CH:8][CH:9]=[CH:10][N:5]=1)[CH:2]=[CH2:3]. Procedure: Allylamine (3.1 g.) is added with stirring to 4.0 g. of 2-(2-pyridyl)thioacetamide in 20 ml. of water at 0°C. The resulting mixture is allowed to stand overnight at 5°C., then 5 ml. of ethanol is added. The mixture is stirred for 5 hours and then extracted with dichloromethane. The extracts are dried and concentrated and the residue is chromatographed on a silica gel "dry-column" to give N-allyl-2-(2-pyridyl)thioacetamide. Starting materials: O=C([O-])O, Cl, NO, [Na+], O, O=C(O)C(=O)c1cccs1. Product: O=C(O)C(=NO)c1cccs1. RXN SMILES: [C:4](=[O:5])([OH:6])[O-:7].[ClH:1].[NH2:2][OH:3].[Na+:8].[OH2:19].[s:9]1[c:10]([C:14]([C:15](=[O:16])[OH:17])=[O:18])[cH:11][cH:12][cH:13]1>>[N:2]([OH:3])=[C:14]([c:10]1[s:9][cH:13][cH:12][cH:11]1)[C:15](=[O:16])[OH:17].